This data is from the Open Reaction Database (ORD), a public repository of structured organic reaction records. The task is: describe an organic reaction: reactants, conditions, products, and yield Reaction conditions: temperature -78 celsius, time 30 minute. Solvent: C1CCOC1 (THF). Product: C(C)(C)N1CCN(CC1)C=1SC2=C(N1)C=C(C=C2)C=O (2-(4-Isopropylpiperazin-1-yl)benzothiazole-5-carbaldehyde). Procedure details: To a solution of 5-bromo-2-(4-isopropylpiperazin-1-yl)benzothiazole (300 mg, 0.88 mmol) in dry THF was added n-BuLi dropwise over 10 min at −78° C. After 30 min, DMF was added dropwise at −78° C. The reaction mixture was then stirred for 1.5 h at −78° C., quenched with water and extracted with ethyl acetate to give a residue which was purified by column chromatography on silica gel (eluent: 1% dichloromethane in methanol). This afforded 240 mg (94%) of 2-(4-isopropylpiperazin-1-yl)benzothiazole-... RXN SMILES: Br[C:2]1[CH:3]=[CH:4][C:5]2[S:9][C:8]([N:10]3[CH2:15][CH2:14][N:13]([CH:16]([CH3:18])[CH3:17])[CH2:12][CH2:11]3)=[N:7][C:6]=2[CH:19]=1.[Li]CCCC.CN([CH:28]=[O:29])C>C1COCC1>[CH:16]([N:13]1[CH2:14][CH2:15][N:10]([C:8]2[S:9][C:5]3[CH:4]=[CH:3][C:2]([CH:28]=[O:29])=[CH:19][C:6]=3[N:7]=2)[CH2:11][CH2:12]1)([CH3:18])[CH3:17]. The reactants are BrC=1C=CC2=C(N=C(S2)N2CCN(CC2)C(C)C)C1 (5-bromo-2-(4-isopropylpiperazin-1-yl)benzothiazole), [Li]CCCC (n-BuLi), CN(C)C=O (DMF). Starting materials: Br[Mg]c1ccccc1, CC(C)(C)[Mg+], [Cl-], O, ClP(Cl)c1ccccc1. Yields the product CC(C)(C)P(c1ccccc1)c1ccccc1. RXN SMILES: [Br:16][Mg:17][c:18]1[cH:19][cH:20][cH:21][cH:22][cH:23]1.[C:2]([CH3:3])([CH3:4])([CH3:5])[Mg+:6].[Cl-:1].[OH2:24].[c:7]1([P:13]([Cl:14])[Cl:15])[cH:8][cH:9][cH:10][cH:11][cH:12]1>>[C:2]([CH3:3])([CH3:4])([CH3:5])[P:13]([c:7]1[cH:8][cH:9][cH:10][cH:11][cH:12]1)[c:18]1[cH:19][cH:20][cH:21][cH:22][cH:23]1.